This data is from the Open Reaction Database (ORD), a public repository of structured organic reaction records. The task is: describe an organic reaction: reactants, conditions, products, and yield Reactants: II, CC12CC3=C(C(=C4C(=C3)C=CC5=C4C(=O)C6=C(C5=O)OC7=CC(=C(C=C7C6=O)O)OC)O)C(=O)N1CCO2 (167-a), C12C3C(C(C=C1)C2)C(=O)OC3=O (5-norbornene-2,3-dicarboxylic acid anhydride), NC1=NC=CC=C1 (amino pyridine), 16.63, CC1(C2CC3CC(CC1C3)C2)O (2-methyl-2-adamantanol), CN(C)C1=NC=CC=C1 (dimethylamino pyridine). Solvent: O1CCCC1 (tetrahydrofuran), O1CCCC1 (tetrahydrofuran), C(C)(=O)OCC (ethyl acetate), O (water). Conditions: temperature 23 celsius. Yields the product II, CC12CC3=C(C(=C4C(=C3)C=CC5=C4C(=O)C6=C(C5=O)OC7=CC(=C(C=C7C6=O)OC)OC)O)C(=O)N1CCO2 (167-b). As a reaction SMILES: [CH3:1][C:2]12[O:38][CH2:37][CH2:36][N:35]1[C:33](=[O:34])[C:5]1[C:6]([OH:32])=[C:7]3[C:13]4[C:14]([C:16]5[C:27](=[O:28])[C:26]6[C:21](=[CH:22][C:23]([O:30][CH3:31])=[C:24]([OH:29])[CH:25]=6)[O:20][C:17]=5[C:18](=[O:19])[C:12]=4[CH:11]=[CH:10][C:8]3=[CH:9][C:4]=1[CH2:3]2)=[O:15].[CH:39]12CC(C=C1)C1C(OC(=O)C21)=O.NC1C=CC=CN=1.CN(C1C=CC=CN=1)C.CC1(O)C2CC3CC(CC1C3)C2>C(OCC)(=O)C.O.O1CCCC1>[CH3:1][C:2]12[O:38][CH2:37][CH2:36][N:35]1[C:33](=[O:34])[C:5]1[C:6]([OH:32])=[C:7]3[C:13]4[C:14]([C:16]5[C:27](=[O:28])[C:26]6[C:21](=[CH:22][C:23]([O:30][CH3:31])=[C:24]([O:29][CH3:39])[CH:25]=6)[O:20][C:17]=5[C:18](=[O:19])[C:12]=4[CH:11]=[CH:10][C:8]3=[CH:9][C:4]=1[CH2:3]2)=[O:15]. Procedure details: 16.42 parts of the compound (II-167-a) (5-norbornene-2,3-dicarboxylic acid anhydride, Wako Pure Chemical Industries, Ltd.) and 53.29 parts of tetrahydrofuran were charged, stirred at 23° C. to dissolved. To the obtained mixture, 2.44 parts of amino pyridine was added at 23° C., and stirred. To the obtained mixture, 2.44 parts of dimethylamino pyridine was added at 23° C., and stirred for 30 minutes at 50° C. To the obtained mixture, a mixture of 16.63 parts of 2-methyl-2-adamantanol and 53.29 pa... Reactants: OC1(CCC1)C=1C(=CC(=NC1)C(=O)O)OCC(F)(F)F (5-(1-hydroxycyclobutyl)-4-(2,2,2-trifluoroethoxy)pyridine-2-carboxylic acid), CS(=O)(=O)CC(C1=NOC(=N1)C)(C)N (2-Methanesulfonyl-1-methyl-1-(5-methyl-[1,2,4]oxadiazol-3-yl)-ethylamine). Yields the product OC1(CCC1)C=1C(=CC(=NC1)C(=O)NC(CS(=O)(=O)C)(C)C1=NOC(=N1)C)OCC(F)(F)F (5-(1-hydroxycyclobutyl)-N-[2-(5-methyl-1,2,4-oxadiazol-3-yl)-1-methylsulfonylpropan-2-yl]-4-(2,2,2-trifluoroethoxy)pyridine-2-carboxamide). RXN SMILES: [OH:1][C:2]1([C:6]2[C:7]([O:15][CH2:16][C:17]([F:20])([F:19])[F:18])=[CH:8][C:9]([C:12]([OH:14])=O)=[N:10][CH:11]=2)[CH2:5][CH2:4][CH2:3]1.[CH3:21][S:22]([CH2:25][C:26]([NH2:34])([CH3:33])[C:27]1[N:31]=[C:30]([CH3:32])[O:29][N:28]=1)(=[O:24])=[O:23]>>[OH:1][C:2]1([C:6]2[C:7]([O:15][CH2:16][C:17]([F:20])([F:19])[F:18])=[CH:8][C:9]([C:12]([NH:34][C:26]([C:27]3[N:31]=[C:30]([CH3:32])[O:29][N:28]=3)([CH3:33])[CH2:25][S:22]([CH3:21])(=[O:24])=[O:23])=[O:14])=[N:10][CH:11]=2)[CH2:3][CH2:4][CH2:5]1. Procedure details: The title compound was synthesized in analogy to Example 112e, using 5-(1-hydroxycyclobutyl)-4-(2,2,2-trifluoroethoxy)pyridine-2-carboxylic acid (Example 129b) and 2-Methanesulfonyl-1-methyl-1-(5-methyl-[1,2,4]oxadiazol-3-yl)-ethylamine (example 109d) as starting materials and isolated (25 mg, 37%); MS (ESI, m/z): 493.3 (M+H+). The solvent is CO (methanol), CN(C=O)C (N,N-dimethylformamide). Yields the product C(C1=CC=CC=C1)OC(=O)NC1=CC(=C(OC2=CC(=NC=C2)C(=O)O)C=C1)F (4-(4-Benzyloxycarbonylamino-2-fluorophenoxy)pyridine-2-carboxylic acid). The reactants are Cl (hydrochloric acid), COC(=O)C1=NC=CC(=C1)OC1=C(C=C(C=C1)NC(=O)OCC1=CC=CC=C1)F (4-(4-Benzyloxycarbonylamino-2-fluorophenoxy)pyridine-2-carboxylic acid methyl ester), O (water), [OH-].[Li+] (lithium hydroxide). Isolated yield 92.3%. As a reaction SMILES: C[O:2][C:3]([C:5]1[CH:10]=[C:9]([O:11][C:12]2[CH:17]=[CH:16][C:15]([NH:18][C:19]([O:21][CH2:22][C:23]3[CH:28]=[CH:27][CH:26]=[CH:25][CH:24]=3)=[O:20])=[CH:14][C:13]=2[F:29])[CH:8]=[CH:7][N:6]=1)=[O:4].O.[OH-].[Li+].Cl>CO.CN(C)C=O>[CH2:22]([O:21][C:19]([NH:18][C:15]1[CH:16]=[CH:17][C:12]([O:11][C:9]2[CH:8]=[CH:7][N:6]=[C:5]([C:3]([OH:4])=[O:2])[CH:10]=2)=[C:13]([F:29])[CH:14]=1)=[O:20])[C:23]1[CH:24]=[CH:25][CH:26]=[CH:27][CH:28]=1 |f:2.3|. Procedure details: 4-(4-Benzyloxycarbonylamino-2-fluorophenoxy)pyridine-2-carboxylic acid methyl ester (10.7 g) was dissolved in methanol (450 ml) and N,N-dimethylformamide (150 ml), and water (75 ml) and lithium hydroxide (1.36 g) were added thereto, followed by stirring at room temperature for 1 hr. 1N hydrochloric acid (100 ml) was added thereto, then the reaction mixture was concentrated under reduced pressure and liquid-liquid separation was carried out after addition of ethyl acetate (500 ml), and the precip... Reaction conditions: time 1 hour. The reactants are COC(=O)c1[nH]cnc1CN(CCCl)Cc1ccccc1, CC#N, [Cl-], Cl. Yields the product COC(=O)c1ncn2c1CN(Cc1ccccc1)CC2. As a reaction SMILES: [CH2:3]([c:4]1[cH:5][cH:6][cH:7][cH:8][cH:9]1)[N:10]([CH2:11][CH2:12][Cl:13])[CH2:14][c:15]1[n:16][cH:17][nH:18][c:19]1[C:20](=[O:21])[O:22][CH3:23].[CH3:24][C:25]#[N:26].[Cl-:1].[ClH:2]>>[CH2:3]([c:4]1[cH:5][cH:6][cH:7][cH:8][cH:9]1)[N:10]1[CH2:11][CH2:12][n:16]2[c:15]([c:19]([C:20](=[O:21])[O:22][CH3:23])[n:18][cH:17]2)[CH2:14]1. Starting materials: Brc1cccc(OCc2ccccc2)c1, CCOCC, [Cl-], I, [Mg], N, O=C1CCCC1. Yields the product OC1(c2cccc(OCc3ccccc3)c2)CCCC1. RXN SMILES: [CH2:3]([c:4]1[cH:5][cH:6][cH:7][cH:8][cH:9]1)[O:10][c:11]1[cH:12][c:13]([Br:17])[cH:14][cH:15][cH:16]1.[CH3:26][CH2:27][O:28][CH2:29][CH3:30].[Cl-:24].[I:2].[Mg:1].[NH3:25].[O:18]=[C:19]1[CH2:20][CH2:21][CH2:22][CH2:23]1>>[CH2:3]([c:4]1[cH:5][cH:6][cH:7][cH:8][cH:9]1)[O:10][c:11]1[cH:12][c:13]([C:19]2([OH:18])[CH2:20][CH2:21][CH2:22][CH2:23]2)[cH:14][cH:15][cH:16]1. Reactants: CCOC(=O)C(NS(=O)C(C)(C)C)(c1cc(Br)ccc1OCOC)c1cc(N2CCOCC2)nc(F)c1Cl, O=C([O-])C(O)C(O)C(=O)[O-], C1CCOC1, CC(C)C[AlH]CC(C)C, CCOC(C)=O, [K+], [Na+]. Yields the product COCOc1ccc(Br)cc1C(CO)(NS(=O)C(C)(C)C)c1cc(N2CCOCC2)nc(F)c1Cl. As a reaction SMILES: [Br:1][c:2]1[cH:3][cH:4][c:5]([O:35][CH2:36][O:37][CH3:38])[c:6]([C:8]([C:9](=[O:10])[O:11][CH2:12][CH3:13])([NH:14][S:15](=[O:16])[C:17]([CH3:18])([CH3:19])[CH3:20])[c:21]2[c:22]([Cl:34])[c:23]([F:33])[n:24][c:25]([N:27]3[CH2:28][CH2:29][O:30][CH2:31][CH2:32]3)[cH:26]2)[cH:7]1.[C:48]([CH:49]([CH:50]([C:51]([O-:52])=[O:53])[OH:54])[OH:55])([O-:56])=[O:57].[CH2:66]1[O:67][CH2:68][CH2:69][CH2:70]1.[CH3:39][CH:40]([CH2:41][AlH:42][CH2:43][CH:44]([CH3:45])[CH3:46])[CH3:47].[CH3:60][CH2:61][O:62][C:63]([CH3:64])=[O:65].[K+:59].[Na+:58]>>[Br:1][c:2]1[cH:3][cH:4][c:5]([O:35][CH2:36][O:37][CH3:38])[c:6]([C:8]([CH2:9][OH:10])([NH:14][S:15](=[O:16])[C:17]([CH3:18])([CH3:19])[CH3:20])[c:21]2[c:22]([Cl:34])[c:23]([F:33])[n:24][c:25]([N:27]3[CH2:28][CH2:29][O:30][CH2:31][CH2:32]3)[cH:26]2)[cH:7]1. Reported procedure: Reaction under a nitrogen atmosphere. A solution of intermediate (4) (0.042 mol) in THF (48 ml) was added dropwise to LiAlH4 (1 Min THF) (0.0466 mol) and cooled with an ice-water bath. The resulting reaction mixture was stirred for one hour at room temperature. The reaction mixture was treated carefully with a 10% NH4Cl solution and it was diluted with water and ethyl acetate. The reaction mixture was filtered over Celite and the filtrate was extracted. The separated organic layer was dried, fil... The product is O1C(OC2=NC=CC=C21)CO ((±)-1,3-dioxolo[4,5-b]pyridine-2-methanol). The yield is 43.2%. Run at time 1 hour. Reaction SMILES: [O:1]1[C:9]2[C:4](=[N:5][CH:6]=[CH:7][CH:8]=2)[O:3][CH:2]1[C:10](OC)=[O:11].[H-].[H-].[H-].[H-].[Li+].[Al+3].[NH4+].[Cl-]>C1COCC1.O.C(OCC)(=O)C>[O:1]1[C:9]2[C:4](=[N:5][CH:6]=[CH:7][CH:8]=2)[O:3][CH:2]1[CH2:10][OH:11] |f:1.2.3.4.5.6,7.8|. The reactants are O1C(OC2=NC=CC=C21)C(=O)OC ((±)-methyl 1,3-dioxolo[4,5-b]pyridine-2-carboxylate), [H-].[H-].[H-].[H-].[Li+].[Al+3] (LiAlH4), [NH4+].[Cl-] (NH4Cl). Run in O (water), C(C)(=O)OCC (ethyl acetate), C1CCOC1 (THF). The reactants are FC1=C(C=CC(=C1)[N+](=O)[O-])CCS(=O)(=O)C (2-Fluoro-1-(2-(methylsulfonyl)ethyl)-4-nitrobenzene). The reagents and catalysts are [Pd] (Pd/C). The solvent is C(C)(=O)OCC (ethyl acetate). Conditions: time 2 hour. Yields the product FC=1C=C(N)C=CC1CCS(=O)(=O)C (3-fluoro-4-(2-(methylsulfonyl)ethyl)aniline). The yield is 96.0%. RXN SMILES: [F:1][C:2]1[CH:7]=[C:6]([N+:8]([O-])=O)[CH:5]=[CH:4][C:3]=1[CH2:11][CH2:12][S:13]([CH3:16])(=[O:15])=[O:14]>C(OCC)(=O)C.[Pd]>[F:1][C:2]1[CH:7]=[C:6]([CH:5]=[CH:4][C:3]=1[CH2:11][CH2:12][S:13]([CH3:16])(=[O:15])=[O:14])[NH2:8]. Reported procedure: 2-Fluoro-1-(2-(methylsulfonyl)ethyl)-4-nitrobenzene (700 mg, 2.83 mmol) was dissolved in ethyl acetate (7 mL), and to the solution was added (10%) Pd/C (70 mg) under argon atmosphere which was subjected to hydrogenation in a Parr apparatus and the reaction was continued to stir for 2 h. The reaction mixture was filtered through celite and was washed thoroughly with ethyl acetate and was concentrated under reduced pressure to obtain 3-fluoro-4-(2-(methylsulfonyl)ethyl)aniline (590 mg, 96%). The reactants are CC(=O)[O-], CS(C)=O, COc1ccccc1N1CCN(CCCl)CC1, [Na+], O, O=C1c2ccccc2C(=O)N1O. Yields the product COc1ccccc1N1CCN(CCON2C(=O)c3ccccc3C2=O)CC1. As a reaction SMILES: [CH3:14][C:15](=[O:16])[O-:17].[CH3:36][S:37]([CH3:38])=[O:39].[Cl:18][CH2:19][CH2:20][N:21]1[CH2:22][CH2:23][N:24]([c:27]2[c:28]([O:33][CH3:34])[cH:29][cH:30][cH:31][cH:32]2)[CH2:25][CH2:26]1.[Na+:13].[OH2:35].[OH:1][N:2]1[C:3](=[O:12])[c:4]2[c:5]([cH:8][cH:9][cH:10][cH:11]2)[C:6]1=[O:7]>>[O:1]([N:2]1[C:3](=[O:12])[c:4]2[c:5]([cH:8][cH:9][cH:10][cH:11]2)[C:6]1=[O:7])[CH2:19][CH2:20][N:21]1[CH2:22][CH2:23][N:24]([c:27]2[c:28]([O:33][CH3:34])[cH:29][cH:30][cH:31][cH:32]2)[CH2:25][CH2:26]1. The reactants are COC1=CC(=C2C=NNC(C2=C1)=O)C1=CC=CC=C1 (7-methoxy-5-phenyl-2H-phthalazin-1-one), P(=O)(Cl)(Cl)Cl (phosphoryl chloride). Product: ClC1=NN=CC2=C(C=C(C=C12)OC)C1=CC=CC=C1 (1-Chloro-7-methoxy-5-phenylphthalazine). As a reaction SMILES: [CH3:1][O:2][C:3]1[CH:12]=[C:11]2[C:6]([CH:7]=[N:8][NH:9][C:10]2=O)=[C:5]([C:14]2[CH:19]=[CH:18][CH:17]=[CH:16][CH:15]=2)[CH:4]=1.P(Cl)(Cl)([Cl:22])=O>>[Cl:22][C:10]1[C:11]2[C:6](=[C:5]([C:14]3[CH:19]=[CH:18][CH:17]=[CH:16][CH:15]=3)[CH:4]=[C:3]([O:2][CH3:1])[CH:12]=2)[CH:7]=[N:8][N:9]=1. Procedure: This compound is obtained according to the procedure described in 1.3. by reacting 7-methoxy-5-phenyl-2H-phthalazin-1-one with phosphoryl chloride.